The task is: describe an organic reaction: reactants, conditions, products, and yield. This data is from the Open Reaction Database (ORD), a public repository of structured organic reaction records. RXN SMILES: [C:28]([O:29][CH:32]1[CH:33]([O:34][C:35]([CH3:36])=[O:37])[CH:38]([O:39][C:40]([CH3:41])=[O:42])[CH:43]([CH3:45])[O:44]1)(=[O:30])[CH3:31].[C:46](=[O:47])([OH:48])[O-:49].[CH3:51][C:52]#[N:53].[Cl:1][c:2]1[c:3]([Cl:15])[cH:4][cH:5][c:6]2[nH:7][c:8]([NH:11][CH:12]([CH3:13])[CH3:14])[n:9][c:10]12.[F:16][C:17]([F:18])([F:19])[S:20]([O:21][Si:22]([CH3:23])([CH3:24])[CH3:25])(=[O:26])=[O:27].[Na+:50]>>[Cl:1][c:2]1[c:3]([Cl:15])[cH:4][cH:5][c:6]2[n:7]([CH:32]3[CH:33]([O:34][C:35]([CH3:36])=[O:37])[CH:38]([O:39][C:40]([CH3:41])=[O:42])[CH:43]([CH3:45])[O:44]3)[c:8]([NH:11][CH:12]([CH3:13])[CH3:14])[n:9][c:10]12. Starting materials: CC(=O)OC1OC(C)C(OC(C)=O)C1OC(C)=O, O=C([O-])O, CC#N, CC(C)Nc1nc2c(Cl)c(Cl)ccc2[nH]1, C[Si](C)(C)OS(=O)(=O)C(F)(F)F, [Na+]. Yields the product CC(=O)OC1C(C)OC(n2c(NC(C)C)nc3c(Cl)c(Cl)ccc32)C1OC(C)=O.